Dataset: the Open Reaction Database (ORD), a public repository of structured organic reaction records. Task: describe an organic reaction: reactants, conditions, products, and yield Starting materials: C[SiH](C)OCC(=O)c1cn2cnc(C(C)(C)C)c2s1, CCCC[Sn](Cl)(CCCC)CCCC, C1CCOC1, [Cl-], [NH4+]. Product: CCCC[Sn](CCCC)(CCCC)c1c(C(=O)CO[SiH](C)C)sc2c(C(C)(C)C)ncn12. Reaction SMILES: [C:15]([CH3:16])([CH3:17])([CH3:18])[c:19]1[n:20][cH:21][n:22]2[c:23]1[s:24][c:25]([C:27]([CH2:28][O:29][SiH:30]([CH3:31])[CH3:32])=[O:33])[cH:26]2.[CH2:1]([CH2:2][CH2:3][CH3:4])[Sn:5]([CH2:6][CH2:7][CH2:8][CH3:9])([CH2:10][CH2:11][CH2:12][CH3:13])[Cl:14].[CH2:36]1[O:37][CH2:38][CH2:39][CH2:40]1.[Cl-:34].[NH4+:35]>>[CH2:1]([CH2:2][CH2:3][CH3:4])[Sn:5]([CH2:6][CH2:7][CH2:8][CH3:9])([CH2:10][CH2:11][CH2:12][CH3:13])[c:26]1[n:22]2[cH:21][n:20][c:19]([C:15]([CH3:16])([CH3:17])[CH3:18])[c:23]2[s:24][c:25]1[C:27]([CH2:28][O:29][SiH:30]([CH3:31])[CH3:32])=[O:33]. Starting materials: ClC(Cl)Cl, O=C(Cl)OCc1ccccc1, NC(Cc1ccccc1)C(=O)O, [Na+], [OH-]. The product is O=C(NC(Cc1ccccc1)C(=O)O)OCc1ccccc1. Reaction SMILES: [CH:26]([Cl:27])([Cl:28])[Cl:29].[Cl:13][C:14](=[O:15])[O:16][CH2:17][c:18]1[cH:19][cH:20][cH:21][cH:22][cH:23]1.[NH2:1][CH:2]([CH2:3][c:4]1[cH:5][cH:6][cH:7][cH:8][cH:9]1)[C:10](=[O:11])[OH:12].[Na+:25].[OH-:24]>>[NH:1]([CH:2]([CH2:3][c:4]1[cH:5][cH:6][cH:7][cH:8][cH:9]1)[C:10](=[O:11])[OH:12])[C:14](=[O:15])[O:16][CH2:17][c:18]1[cH:19][cH:20][cH:21][cH:22][cH:23]1. Reactants: FC(OC=1C=C2C=C(NC2=CC1)CC(=O)OCC)(F)F (ethyl 2-(5-(trifluoromethoxy)-1H-indol-2-yl)acetate), C1CCOC1.O (THF water), [OH-].[Li+] (lithium hydroxide). Solvent: C1CCOC1 (THF). Run at time 8 hour. Yields the product FC(OC=1C=C2C=C(NC2=CC1)CC(=O)[O-])(F)F.[Li+] (lithium 2-(5-(trifluoromethoxy)-1H-indol-2-yl)acetate). Isolated yield 102.9%. As a reaction SMILES: [F:1][C:2]([F:20])([F:19])[O:3][C:4]1[CH:5]=[C:6]2[C:10](=[CH:11][CH:12]=1)[NH:9][C:8]([CH2:13][C:14]([O:16]CC)=[O:15])=[CH:7]2.C1COCC1.O.[OH-].[Li+:28]>C1COCC1>[F:20][C:2]([F:1])([F:19])[O:3][C:4]1[CH:5]=[C:6]2[C:10](=[CH:11][CH:12]=1)[NH:9][C:8]([CH2:13][C:14]([O-:16])=[O:15])=[CH:7]2.[Li+:28] |f:1.2,3.4,6.7|. Procedure details: A solution of ethyl 2-(5-(trifluoromethoxy)-1H-indol-2-yl)acetate (96 mg, 0.33 mmol) in 2:1 THF/water (6 mL) was treated with lithium hydroxide (10 mg, 0.4 mmol), and the reaction was stirred overnight. The THF was stripped, and the aqueous was freeze-dried to yield 90 mg of an off-white solid as product.